This data is from the Open Reaction Database (ORD), a public repository of structured organic reaction records. The task is: describe an organic reaction: reactants, conditions, products, and yield The reactants are CCOC(=O)C1C(CNCc2ccccc2)CCC(OC(C)c2cc(C(F)(F)F)cc(C(F)(F)F)c2)C1c1ccc(F)cc1, CCO. Yields the product CCOC(=O)C1C(CN)CCC(OC(C)c2cc(C(F)(F)F)cc(C(F)(F)F)c2)C1c1ccc(F)cc1. As a reaction SMILES: [CH2:1]([CH3:2])[O:3][C:4](=[O:5])[CH:6]1[CH:7]([c:38]2[cH:39][cH:40][c:41]([F:44])[cH:42][cH:43]2)[CH:8]([O:21][CH:22]([CH3:23])[c:24]2[cH:25][c:26]([C:34]([F:35])([F:36])[F:37])[cH:27][c:28]([C:30]([F:31])([F:32])[F:33])[cH:29]2)[CH2:9][CH2:10][CH:11]1[CH2:12][NH:13][CH2:14][c:15]1[cH:16][cH:17][cH:18][cH:19][cH:20]1.[CH3:45][CH2:46][OH:47]>>[CH2:1]([CH3:2])[O:3][C:4](=[O:5])[CH:6]1[CH:7]([c:38]2[cH:39][cH:40][c:41]([F:44])[cH:42][cH:43]2)[CH:8]([O:21][CH:22]([CH3:23])[c:24]2[cH:25][c:26]([C:34]([F:35])([F:36])[F:37])[cH:27][c:28]([C:30]([F:31])([F:32])[F:33])[cH:29]2)[CH2:9][CH2:10][CH:11]1[CH2:12][NH2:13]. The reactants are CCO, Cl, [Li+], NO, [OH-], O, O, O=C(c1ccccc1)c1cc2ccncc2[nH]1. The product is ON=C(c1ccccc1)c1cc2ccncc2[nH]1. Reaction SMILES: [CH3:25][CH2:26][OH:27].[ClH:18].[Li+:22].[NH2:19][OH:20].[OH-:21].[OH2:23].[OH2:24].[c:1]1([C:7](=[O:8])[c:9]2[cH:10][c:11]3[c:12]([cH:13][n:14][cH:15][cH:16]3)[nH:17]2)[cH:2][cH:3][cH:4][cH:5][cH:6]1>>[c:1]1([C:7]([c:9]2[cH:10][c:11]3[c:12]([cH:13][n:14][cH:15][cH:16]3)[nH:17]2)=[N:19][OH:20])[cH:2][cH:3][cH:4][cH:5][cH:6]1.